From a dataset of the Open Reaction Database (ORD), a public repository of structured organic reaction records. describe an organic reaction: reactants, conditions, products, and yield Starting materials: CCOC(C)=O, CCOC(C)=O, Cl, CC(C)(C)OC(=O)N1CCOc2c(cccc2-c2cnoc2)C1. Yields the product Cl, c1cc2c(c(-c3cnoc3)c1)OCCNC2. RXN SMILES: [C:24]([O:25][CH2:26][CH3:27])(=[O:28])[CH3:29].[CH3:31][CH2:32][O:33][C:34](=[O:35])[CH3:36].[ClH:30].[o:1]1[n:2][cH:3][c:4](-[c:6]2[cH:7][cH:8][cH:9][c:10]3[c:16]2[O:15][CH2:14][CH2:13][N:12]([C:17]([O:18][C:19]([CH3:20])([CH3:21])[CH3:22])=[O:23])[CH2:11]3)[cH:5]1>>[ClH:30].[o:1]1[n:2][cH:3][c:4](-[c:6]2[cH:7][cH:8][cH:9][c:10]3[c:16]2[O:15][CH2:14][CH2:13][NH:12][CH2:11]3)[cH:5]1. Starting materials: BrBr (bromine), ClC1=C(C=CC=C1)CC(C(F)(F)F)=O (1-(2-chlorophenyl)-3,3,3-trifluoro-2-propanone), S(=O)(O)[O-].[Na+] (sodium hydrogensulfite). Solvent: C(Cl)(Cl)(Cl)Cl (carbon tetrachloride). Conditions: time 10 hour. Product: ClC1=C(C(C(C(F)(F)F)=O)Br)C=CC=C1 (2-Chloro-α-trifluoroacetylbenzyl bromide). The yield is 32.1%. RXN SMILES: [Cl:1][C:2]1[CH:7]=[CH:6][CH:5]=[CH:4][C:3]=1[CH2:8][C:9](=[O:14])[C:10]([F:13])([F:12])[F:11].[Br:15]Br.S([O-])(O)=O.[Na+]>C(Cl)(Cl)(Cl)Cl>[Cl:1][C:2]1[CH:7]=[CH:6][CH:5]=[CH:4][C:3]=1[CH:8]([Br:15])[C:9](=[O:14])[C:10]([F:12])([F:13])[F:11] |f:2.3|. Reported procedure: 2.0 g (9.0 mmole) of 1-(2-chlorophenyl)-3,3,3-trifluoro-2-propanone were dissolved in 30 ml of carbon tetrachloride, and then 0.46 ml (9.0 mmole) of bromine was added to the solution, which was then stirred at room temperature for 10 hours. At the end of this time, sodium hydrogensulfite was added to the reaction mixture, and the mixture was stirred at room temperature for 15 minutes, after which insolubles were removed by filtration. The filtrate was concentrated by evaporation under reduced pr... Reactants: CC(=O)O[BH-](OC(C)=O)OC(C)=O, CC(=O)O, CC(C)(C)c1cnc(CSc2cnc(NC(=O)Cc3cccc(C=O)c3)s2)o1, CC(C)(CN)CO, [Na+], [Na+], O=C([O-])O, C1CCOC1. Yields the product CC(C)(CO)CNCc1cccc(CC(=O)Nc2ncc(SCc3ncc(C(C)(C)C)o3)s2)c1. As a reaction SMILES: [C:36]([O:37][BH-:38]([O:39][C:40](=[O:41])[CH3:42])[O:43][C:44](=[O:45])[CH3:46])(=[O:47])[CH3:48].[CH3:60][C:61](=[O:62])[OH:63].[CH3:8][C:9]([CH3:10])([CH3:11])[c:12]1[cH:13][n:14][c:15]([CH2:17][S:18][c:19]2[cH:20][n:21][c:22]([NH:24][C:25]([CH2:26][c:27]3[cH:28][c:29]([CH:33]=[O:34])[cH:30][cH:31][cH:32]3)=[O:35])[s:23]2)[o:16]1.[NH2:1][CH2:2][C:3]([CH2:4][OH:5])([CH3:6])[CH3:7].[Na+:49].[Na+:54].[O-:50][C:51]([OH:52])=[O:53].[O:55]1[CH2:56][CH2:57][CH2:58][CH2:59]1>>[NH:1]([CH2:2][C:3]([CH2:4][OH:5])([CH3:6])[CH3:7])[CH2:33][c:29]1[cH:28][c:27]([CH2:26][C:25]([NH:24][c:22]2[n:21][cH:20][c:19]([S:18][CH2:17][c:15]3[n:14][cH:13][c:12]([C:9]([CH3:8])([CH3:10])[CH3:11])[o:16]3)[s:23]2)=[O:35])[cH:32][cH:31][cH:30]1. Reactants: [Cl-].C(=O)(O)C1([NH+](CC2=CC(=C(C=C2C1)OC)OC)C)CCCC(C#N)(C(C)C)C1=CC(=C(C=C1)OC)OC (3-carboxy-3-[4-(3,4-dimethoxyphenyl)-4-isopropyl-4-cyanobutyl]-6,7-dimethoxy-N-methyl-1,2,3,4-tetrahydroisoquinolinium chloride), O=P(Cl)(Cl)Cl (POCl3). Yields the product [Cl-].COC=1C=C(C=CC1OC)C(CCCC1=[N+](CC2=CC(=C(C=C2C1)OC)OC)C)(C#N)C(C)C (3-[4-(3,4-dimethoxyphenyl)-4-isopropyl-4-cyanobutyl]-6,7-dimethoxy-N-methyl-1,4-dihydroisoquinolinium chloride). Reaction SMILES: [Cl-].C([C:5]1([CH2:20][CH2:21][CH2:22][C:23]([C:29]2[CH:34]=[CH:33][C:32]([O:35][CH3:36])=[C:31]([O:37][CH3:38])[CH:30]=2)([CH:26]([CH3:28])[CH3:27])[C:24]#[N:25])[CH2:14][C:13]2[C:8](=[CH:9][C:10]([O:17][CH3:18])=[C:11]([O:15][CH3:16])[CH:12]=2)[CH2:7][NH+:6]1[CH3:19])(O)=O.O=P(Cl)(Cl)[Cl:41]>>[Cl-:41].[CH3:38][O:37][C:31]1[CH:30]=[C:29]([C:23]([CH:26]([CH3:28])[CH3:27])([C:24]#[N:25])[CH2:22][CH2:21][CH2:20][C:5]2[CH2:14][C:13]3[C:8](=[CH:9][C:10]([O:17][CH3:18])=[C:11]([O:15][CH3:16])[CH:12]=3)[CH2:7][N+:6]=2[CH3:19])[CH:34]=[CH:33][C:32]=1[O:35][CH3:36] |f:0.1,3.4|. Procedure details: The resulting salt of formula 33 is then decarboxylated to produce a dihydroisoquinolinium salt of formula 34 (step 5). For example, 3-carboxy-3-[4-(3,4-dimethoxyphenyl)-4-isopropyl-4-cyanobutyl]-6,7-dimethoxy-N-methyl-1,2,3,4-tetrahydroisoquinolinium chloride (33) is treated with Et2N, followed by POCl3, to produce 3-[4-(3,4-dimethoxyphenyl)-4-isopropyl-4-cyanobutyl]-6,7-dimethoxy-N-methyl-1,4-dihydroisoquinolinium chloride (34). Reactants: O([Si](C)(C)C(C)(C)C)C(/C=C/I)CCCCC (3-t-butyldimethylsiloxy-1-iodo-trans-1-octene), C(CCC)[Li] (n-butyllithium). Solvent: CCCCCC (hexane), CCCCCC (hexane), CCCCCC (hexane). Conditions: temperature -78 celsius, time 30 minute. The product is O([Si](C)(C)C(C)(C)C)C(/C=C/[Li])CCCCC (3-t-butyldimethylsiloxy-1-lithio-trans-1-octene). RXN SMILES: [O:1]([CH:9]([CH2:13][CH2:14][CH2:15][CH2:16][CH3:17])/[CH:10]=[CH:11]/I)[Si:2]([C:5]([CH3:8])([CH3:7])[CH3:6])([CH3:4])[CH3:3].C([Li:22])CCC>CCCCCC>[O:1]([CH:9]([CH2:13][CH2:14][CH2:15][CH2:16][CH3:17])/[CH:10]=[CH:11]/[Li:22])[Si:2]([C:5]([CH3:8])([CH3:7])[CH3:6])([CH3:4])[CH3:3]. Procedure details: On the other hand, 736 mg (2 mmol) of 3-t-butyldimethylsiloxy-1-iodo-trans-1-octene was added to 2 ml. of anhydrous hexane, and 1.4 ml. (2 mmol) of a 1.4 M hexane solution of n-butyllithium was added. The mixture was stirred at -78° C for 30 minutes in an atmosphere of nitrogen to afford an anhydrous hexane solution of 3-t-butyldimethylsiloxy-1-lithio-trans-1-octene. The resulting solution was added dropwise to the anhydrous diethyl ether solution of copper pentylide obtained previously, and the... The reactants are C(C=C)OC1=C(C=C(C=C1)I)[C@H]1NC(C[C@H]([C@]12C(NC1=CC(=CC=C12)Cl)=O)C1=CC(=CC=C1)Cl)=O.COC(C)[Si](C)(C)C ((2′R, 3R,4′S)-2′-(2-allyloxy-5-iodo-phenyl)-6-chloro-4′-(3-chlorophenyl)-2,3-dihydro-2,6′-dioxo spiro[indole-3,3′-piperidine] 1-methoxyethyl trimethylsilane), C(C)(C)(C)OC(CBr)=O (bromo-acetic acid tert-butyl ester), C([O-])([O-])=O.[Cs+].[Cs+] (cesium carbonate). Run in CN(C=O)C (N,N-dimethyl-formamide). The product is 3R, C(C=C)OC1=C(C=C(C=C1)I)C1N(C(CC(C12C(NC1=CC(=CC=C12)Cl)=O)C1=CC(=CC=C1)Cl)=O)CC(=O)OC(C)(C)C.COC(C)[Si](C)(C)C (2′-(2-allyloxy-5-iodo-phenyl)-1′-[(tert-butoxycarbonyl)methyl]-6-chloro-4′-(3-chlorophenyl)-2,3-dihydro-2,6′-dioxo spiro[indole-3,3′-piperidine] 1-methoxyethyl trimethylsilane). The yield is 49.0%. RXN SMILES: [CH2:1]([O:4][C:5]1[CH:10]=[CH:9][C:8]([I:11])=[CH:7][C:6]=1[C@@H:12]1[C@:17]2([C:25]3[C:20](=[CH:21][C:22]([Cl:26])=[CH:23][CH:24]=3)[NH:19][C:18]2=[O:27])[C@H:16]([C:28]2[CH:33]=[CH:32][CH:31]=[C:30]([Cl:34])[CH:29]=2)[CH2:15][C:14](=[O:35])[NH:13]1)[CH:2]=[CH2:3].[CH3:36][O:37][CH:38]([Si:40]([CH3:43])([CH3:42])[CH3:41])[CH3:39].[C:44]([O:48][C:49](=[O:52])[CH2:50]Br)([CH3:47])([CH3:46])[CH3:45].C(=O)([O-])[O-].[Cs+].[Cs+]>CN(C)C=O>[CH2:1]([O:4][C:5]1[CH:10]=[CH:9][C:8]([I:11])=[CH:7][C:6]=1[CH:12]1[C:17]2([C:25]3[C:20](=[CH:21][C:22]([Cl:26])=[CH:23][CH:24]=3)[NH:19][C:18]2=[O:27])[CH:16]([C:28]2[CH:33]=[CH:32][CH:31]=[C:30]([Cl:34])[CH:29]=2)[CH2:15][C:14](=[O:35])[N:13]1[CH2:50][C:49]([O:48][C:44]([CH3:47])([CH3:46])[CH3:45])=[O:52])[CH:2]=[CH2:3].[CH3:36][O:37][CH:38]([Si:40]([CH3:43])([CH3:42])[CH3:41])[CH3:39] |f:0.1,3.4.5,7.8|. Procedure details: In a manner similar to the method described in example 1e, racemic (2′R, 3R,4′S)-2′-(2-allyloxy-5-iodo-phenyl)-6-chloro-4′-(3-chlorophenyl)-2,3-dihydro-2,6′-dioxo spiro[indole-3,3′-piperidine]-1-methoxyethyl trimethylsilane (5 g, 6.6 mmol) prepared in example 18c was reacted with bromo-acetic acid tert-butyl ester and cesium carbonate in N,N-dimethyl-formamide to give racemic (2′R, 3R, 4′S)-2′-(2-allyloxy-5-iodo-phenyl)-1′-[(tert-butoxycarbonyl)methyl]-6-chloro-4′-(3-chlorophenyl)-2,3-dihydro-2,... Reactants: O(S(=O)(=O)C(F)(F)F)CC(F)(F)F (2,2,2-Trifluoroethyl triflate), C([O-])([O-])=O.[K+].[K+] (potassium carbonate), C(C)(=O)OC1=C(C=C(C=C1C)O)C (4-hydroxy-2,6-dimethylphenyl acetate). Solvent: CC(CC)=O (2-butanone). Reaction conditions: temperature 70 celsius, time 72 hour. The product is C(C)(=O)OC1=C(C=C(C=C1C)OCC(F)(F)F)C (2,6-dimethyl-4-(2,2,2-trifluoroethoxy)phenyl acetate). Isolated yield 74.9%. As a reaction SMILES: [O:1]([CH2:9][C:10]([F:13])([F:12])[F:11])S(C(F)(F)F)(=O)=O.C(=O)([O-])[O-].[K+].[K+].[C:20]([O:23][C:24]1[C:29]([CH3:30])=[CH:28][C:27](O)=[CH:26][C:25]=1[CH3:32])(=[O:22])[CH3:21]>CC(=O)CC>[C:20]([O:23][C:24]1[C:29]([CH3:30])=[CH:28][C:27]([O:1][CH2:9][C:10]([F:13])([F:12])[F:11])=[CH:26][C:25]=1[CH3:32])(=[O:22])[CH3:21] |f:1.2.3|. Procedure details: 2,2,2-Trifluoroethyl triflate (1.02 g, 4.40 mmol) and potassium carbonate (1.10 g, 1.01 mmol) were added to a solution of 4-hydroxy-2,6-dimethylphenyl acetate (673 mg, 3.73 mmol) in 2-butanone (15 mL). The mixture was stirred at 70° C. for 72 hours, then cooled to room temperature and concentrated. The residue was partitioned between water and ethyl acetate. The organic layer was washed twice with water and brine and dried. The solvent was removed in vacuo and the residue purified on silica gel,... The reactants are CS(=O)(=O)Cl, Cl, COc1cc2cc(CCO)ccc2c(OC)c1OC, c1ccncc1. Product: COc1cc2cc(CCOS(C)(=O)=O)ccc2c(OC)c1OC. Reaction SMILES: [CH3:20][S:21]([Cl:22])(=[O:23])=[O:24].[ClH:25].[OH:1][CH2:2][CH2:3][c:4]1[cH:5][c:6]2[cH:7][c:8]([O:18][CH3:19])[c:9]([O:16][CH3:17])[c:10]([O:14][CH3:15])[c:11]2[cH:12][cH:13]1.[cH:26]1[cH:27][cH:28][n:29][cH:30][cH:31]1>>[O:1]([CH2:2][CH2:3][c:4]1[cH:5][c:6]2[cH:7][c:8]([O:18][CH3:19])[c:9]([O:16][CH3:17])[c:10]([O:14][CH3:15])[c:11]2[cH:12][cH:13]1)[S:21]([CH3:20])(=[O:23])=[O:24]. Reactants: [Si](C)(C)(C(C)(C)C)O[C@@H]1C[C@@H]2CC[C@H]3[C@@H]4C[C@H]5[C@H]([C@H](C)[C@]6(O5)CC[C@@H](C)CO6)[C@]4(C(C([C@@H]3[C@]2(CC1)C)=O)=O)C ((3β,5α,25R)-3-(t-butyldimethylsilyloxy)spirostan-11,12-dione), F (hydrofluoric acid). Run in C(C)#N (acetonitrile). The product is C[C@H]1[C@H]2[C@H](C[C@H]3[C@@H]4CC[C@H]5C[C@H](CC[C@]5(C)[C@H]4C(C([C@]23C)=O)=O)O)O[C@]12CC[C@@H](C)CO2 ((3β,5α,25R)-spirostan-3-ol-11,12-dione). Reaction SMILES: [Si]([O:8][C@H:9]1[CH2:35][CH2:34][C@@:33]2([CH3:36])[C@@H:11]([CH2:12][CH2:13][C@@H:14]3[C@@H:32]2[C:31](=[O:37])[C:30](=[O:38])[C@@:29]2([CH3:39])[C@H:15]3[CH2:16][C@@H:17]3[O:22][C@@:21]4([O:28][CH2:27][C@H:25]([CH3:26])[CH2:24][CH2:23]4)[C@@H:19]([CH3:20])[C@@H:18]32)[CH2:10]1)(C(C)(C)C)(C)C.F>C(#N)C>[CH3:20][C@@H:19]1[C@:21]2([O:28][CH2:27][C@H:25]([CH3:26])[CH2:24][CH2:23]2)[O:22][C@H:17]2[CH2:16][C@@H:15]3[C@@:29]([CH3:39])([C@@H:18]12)[C:30](=[O:38])[C:31](=[O:37])[C@H:32]1[C@H:14]3[CH2:13][CH2:12][C@@H:11]2[C@:33]1([CH3:36])[CH2:34][CH2:35][C@H:9]([OH:8])[CH2:10]2. Procedure details: Using the procedure described in J. Am. Chem. Soc., 1972, 94, 6190, (3β,5α,25R)-3-(t-butyldimethylsilyloxy)spirostan-11,12-dione was desilylated with hydrofluoric acid in acetonitrile to give the title compound.